Dataset: the Open Reaction Database (ORD), a public repository of structured organic reaction records. Task: describe an organic reaction: reactants, conditions, products, and yield Reactants: O.C(CCC)OC1=C(C=CC=C1)C(=O)C=O (2-n-butoxyphenylglyoxal hydrate), CC(CC1=CC=C(C=C1)OC)(C)N (α,α-dimethyl-4-methoxyphenethylamine). Run in CS(=O)C (dimethylsulfoxide), CS(=O)C (dimethylsulfoxide), CS(=O)C (dimethylsulfoxide). Run at temperature 20 celsius, time 1 hour. The product is CC(CC1=CC=C(C=C1)OC)(C)N=C(C(=O)C1=CC=CC=C1)OCCCC (α-(α,α-dimethyl-4-methoxyphenethylimino)-2-n-butoxyacetophenone). RXN SMILES: O.C(O[C:7]1[CH:12]=[CH:11][CH:10]=[CH:9][C:8]=1[C:13]([CH:15]=[O:16])=[O:14])CCC.[CH3:17][C:18]([NH2:29])([CH3:28])[CH2:19][C:20]1[CH:25]=[CH:24][C:23]([O:26][CH3:27])=[CH:22][CH:21]=1>CS(C)=O>[CH3:28][C:18]([N:29]=[C:15]([O:16][CH2:12][CH2:7][CH2:8][CH3:9])[C:13]([C:8]1[CH:7]=[CH:12][CH:11]=[CH:10][CH:9]=1)=[O:14])([CH3:17])[CH2:19][C:20]1[CH:25]=[CH:24][C:23]([O:26][CH3:27])=[CH:22][CH:21]=1 |f:0.1|. Procedure details: 632 mg of 2-n-butoxyphenylglyoxal hydrate are dissolved in 0.5 ml of dimethylsulfoxide, and a solution of 440 mg of α,α-dimethyl-4-methoxyphenethylamine in 1.5 ml of dimethylsulfoxide is added thereto. The mixture is stirred at 20° C. for one hour, whereby a solution of α-(α,α-dimethyl-4-methoxyphenethylimino)-2-n-butoxyacetophenone in dimethylsulfoxide is obtained. Run in CC(=O)C (acetone), CC(=O)C (acetone). Reported procedure: trans-5-Methyl-3-p-nitrostyryl-1,2,4-oxadiazole (6.93g) was dissolved in acetone (400 ml) at about 30°. 15% Acidic titanous chloride solution (250 ml) was added with stirring during 30 min. after which the reaction mixture remained purple in colour The acetone was then removed under reduced pressure and the residual mixture cooled to 5°. The crystalline precipitate was filtered off and washed with cold 2N-hydrochloric acid (15 ml). The solid was dissolved in water (400 ml) and the solution neutr... Yields the product CC1=NC(=NO1)\C=C\C1=CC=C(C=C1)N (trans-5-Methyl-3-p-aminostyryl-1,2,4-oxadiazole). The reactants are CC1=NC(=NO1)\C=C\C1=CC=C(C=C1)[N+](=O)[O-] (trans-5-Methyl-3-p-nitrostyryl-1,2,4-oxadiazole). Reaction SMILES: [CH3:1][C:2]1[O:6][N:5]=[C:4](/[CH:7]=[CH:8]/[C:9]2[CH:14]=[CH:13][C:12]([N+:15]([O-])=O)=[CH:11][CH:10]=2)[N:3]=1>CC(C)=O.[Cl-].[Cl-].[Ti+2]>[CH3:1][C:2]1[O:6][N:5]=[C:4](/[CH:7]=[CH:8]/[C:9]2[CH:14]=[CH:13][C:12]([NH2:15])=[CH:11][CH:10]=2)[N:3]=1 |f:2.3.4|. Run at time 30 minute. The reagents and catalysts are [Cl-].[Cl-].[Ti+2] (titanous chloride). The reactants are CC(=O)O, CCOC(C)=O, CCCCCC, CC#N, CC(C)(O)c1ccc(Cl)nc1. Product: CC(=O)NC(C)(C)c1ccc(Cl)nc1. RXN SMILES: [CH3:12][C:13]([OH:14])=[O:15].[CH3:16][CH2:17][O:18][C:19](=[O:20])[CH3:21].[CH3:22][CH2:23][CH2:24][CH2:25][CH2:26][CH3:27].[CH3:28][C:29]#[N:30].[Cl:1][c:2]1[cH:3][cH:4][c:5]([C:8]([CH3:9])([CH3:10])[OH:11])[cH:6][n:7]1>>[Cl:1][c:2]1[cH:3][cH:4][c:5]([C:8]([CH3:9])([CH3:10])[NH:30][C:13]([CH3:12])=[O:15])[cH:6][n:7]1. Reaction conditions: temperature 7.5 celsius. Run in C1CCOC1 (THF), C1CCOC1 (THF). Yields the product COC1=CC=C(C=C1)C1(CCOCC1)CN ({[4-(4-methoxyphenyl)-tetrahydro-2H-pyran-4-yl]methyl}amine). Reactants: COC1=CC=C(C=C1)C1(CCOCC1)C#N (4-(4-methoxyphenyl)-tetrahydro-2H-pyran-4-carbonitrile), [H-].[H-].[H-].[H-].[Li+].[Al+3] (LiAlH4), [OH-].[Na+] (Sodium hydroxide). Procedure details: To a stirred suspension of LiAlH4 (79 g, 2.08 mol, 5 eq) in THF (900 ml) at 0 to 5° C. under an atmosphere of nitrogen was added 4-(4-methoxyphenyl)-tetrahydro-2H-pyran-4-carbonitrile (90 g, 0.414 mol) in THF (900 ml) over a 25 minutes maintaining the temperature at 5 to 10° C. The reaction mixture was allowed to warm to ambient temperature and stirred until complete. Sodium hydroxide (2N, 850 ml) was added dropwise, the resulting solids filtered and washed with THF (2×800 ml), the organics conc... As a reaction SMILES: [H-].[H-].[H-].[H-].[Li+].[Al+3].[CH3:7][O:8][C:9]1[CH:14]=[CH:13][C:12]([C:15]2([C:21]#[N:22])[CH2:20][CH2:19][O:18][CH2:17][CH2:16]2)=[CH:11][CH:10]=1.[OH-].[Na+]>C1COCC1>[CH3:7][O:8][C:9]1[CH:14]=[CH:13][C:12]([C:15]2([CH2:21][NH2:22])[CH2:16][CH2:17][O:18][CH2:19][CH2:20]2)=[CH:11][CH:10]=1 |f:0.1.2.3.4.5,7.8|. Starting materials: ClC1=C(C(=CC=C1)Cl)N1N=NC(=C1COC1=CC(=C(C=C1)C(C)=O)C)C(C)C (1-{4-[3-(2,6-dichloro-phenyl)-5-isopropyl-3H-[1,2,3]triazol-4-ylmethoxy]-2-methyl-phenyl}-ethanone), [BH4-].[Na+] (sodium borohydride). Solvent: C1CCOC1.CO (THF MeOH). Yields the product ClC1=C(C(=CC=C1)Cl)N1N=NC(=C1COC1=CC(=C(C=C1)C(C)O)C)C(C)C (1-{4-[3-(2,6-Dichloro-phenyl)-5-isopropyl-3H-[1,2,3]triazol-4-ylmethoxy]-2-methyl-phenyl}-ethanol). Isolated yield 94.4%. Reaction SMILES: [Cl:1][C:2]1[CH:7]=[CH:6][CH:5]=[C:4]([Cl:8])[C:3]=1[N:9]1[C:13]([CH2:14][O:15][C:16]2[CH:21]=[CH:20][C:19]([C:22](=[O:24])[CH3:23])=[C:18]([CH3:25])[CH:17]=2)=[C:12]([CH:26]([CH3:28])[CH3:27])[N:11]=[N:10]1.[BH4-].[Na+]>C1COCC1.CO>[Cl:1][C:2]1[CH:7]=[CH:6][CH:5]=[C:4]([Cl:8])[C:3]=1[N:9]1[C:13]([CH2:14][O:15][C:16]2[CH:21]=[CH:20][C:19]([CH:22]([OH:24])[CH3:23])=[C:18]([CH3:25])[CH:17]=2)=[C:12]([CH:26]([CH3:28])[CH3:27])[N:11]=[N:10]1 |f:1.2,3.4|. Reported procedure: To a 0° C. solution of 1-{4-[3-(2,6-dichloro-phenyl)-5-isopropyl-3H-[1,2,3]triazol-4-ylmethoxy]-2-methyl-phenyl}-ethanone (314 mg, 0.751 mmol) in THF/MeOH (6 mL/1 mL) is added sodium borohydride (116 mg, 3.04 mmol). The reaction is warmed to room temperature overnight. The reaction is concentrated and the residue is partitioned between EtOAc (100 mL) and 1 N HCl (20 mL). The aqueous layer is extracted with EtOAc (100 mL) and the combined organic layers are washed with brine, dried (MgSO4), filte...